From a dataset of the Open Reaction Database (ORD), a public repository of structured organic reaction records. describe an organic reaction: reactants, conditions, products, and yield The reactants are CC1CNC(C)CN1, CCN(C(C)C)C(C)C, O=S(=O)(Cl)c1ccc(Cl)c(Cl)c1, ClCCl. Product: CC1CN(S(=O)(=O)c2ccc(Cl)c(Cl)c2)C(C)CN1. As a reaction SMILES: [CH3:13][CH:14]1[NH:15][CH2:16][CH:17]([CH3:20])[NH:18][CH2:19]1.[CH:21]([N:22]([CH:23]([CH3:24])[CH3:25])[CH2:26][CH3:27])([CH3:28])[CH3:29].[Cl:1][c:2]1[cH:3][c:4]([S:9](=[O:10])(=[O:11])[Cl:12])[cH:5][cH:6][c:7]1[Cl:8].[Cl:30][CH2:31][Cl:32]>>[Cl:1][c:2]1[cH:3][c:4]([S:9](=[O:10])(=[O:11])[N:15]2[CH:14]([CH3:13])[CH2:19][NH:18][CH:17]([CH3:20])[CH2:16]2)[cH:5][cH:6][c:7]1[Cl:8].